From a dataset of the Open Reaction Database (ORD), a public repository of structured organic reaction records. describe an organic reaction: reactants, conditions, products, and yield The reactants are COC(C1=C(C(=C(C(=C1)OC)OC)OC)C(C1=CC(=C(C=C1)OC)OC)O)OC (2-(3,4-dimethoxy-α-hydroxybenzyl)-3,4,5-trimethoxybenzaldehyde dimethyl acetal), C(#CC(=O)OCC)C(=O)OCC (diethyl acetylenedicarboxylate). Product: COC=1C=C(C=CC1OC)C1=C(C(=C(C2=CC(=C(C(=C12)OC)OC)OC)O)C(=O)OCC)C(=O)OCC (1-(3,4-dimethoxyphenyl)-2,3-bis(ethoxycarbonyl)-4-hydroxy-6,7,8-trimethoxynaphthalene). Isolated yield 43.0%. RXN SMILES: C[O:2][CH:3](OC)[C:4]1[CH:9]=[C:8]([O:10][CH3:11])[C:7]([O:12][CH3:13])=[C:6]([O:14][CH3:15])[C:5]=1[CH:16](O)[C:17]1[CH:22]=[CH:21][C:20]([O:23][CH3:24])=[C:19]([O:25][CH3:26])[CH:18]=1.[C:30]([C:37]([O:39][CH2:40][CH3:41])=[O:38])#[C:31][C:32]([O:34][CH2:35][CH3:36])=[O:33]>>[CH3:26][O:25][C:19]1[CH:18]=[C:17]([C:16]2[C:5]3[C:4](=[CH:9][C:8]([O:10][CH3:11])=[C:7]([O:12][CH3:13])[C:6]=3[O:14][CH3:15])[C:3]([OH:2])=[C:31]([C:32]([O:34][CH2:35][CH3:36])=[O:33])[C:30]=2[C:37]([O:39][CH2:40][CH3:41])=[O:38])[CH:22]=[CH:21][C:20]=1[O:23][CH3:24]. Reported procedure: 40.8 g of 2-(3,4-dimethoxy-α-hydroxybenzyl)-3,4,5-trimethoxybenzaldehyde dimethyl acetal and 17.0 g of diethyl acetylenedicarboxylate are treated in the same manner as described in Example 1-(3) to give 1-(3,4-dimethoxyphenyl)-2,3-bis(ethoxycarbonyl)-4-hydroxy-6,7,8-trimethoxynaphthalene. Yield: 43% The reactants are C=CCBr, CCO, Cl, [K+], [OH-], O=C1OC(CCCCN2CCN(c3ccccc3O)CC2)CN1c1ccccc1. Product: Cl, C=CCOc1ccccc1N1CCN(CCCCC2CN(c3ccccc3)C(=O)O2)CC1. As a reaction SMILES: [CH2:32]([CH:33]=[CH2:34])[Br:35].[CH3:37][CH2:38][OH:39].[ClH:36].[K+:31].[OH-:30].[OH:1][c:2]1[c:3]([N:8]2[CH2:9][CH2:10][N:11]([CH2:14][CH2:15][CH2:16][CH2:17][CH:18]3[CH2:19][N:20]([c:24]4[cH:25][cH:26][cH:27][cH:28][cH:29]4)[C:21](=[O:23])[O:22]3)[CH2:12][CH2:13]2)[cH:4][cH:5][cH:6][cH:7]1>>[ClH:36].[O:1]([c:2]1[c:3]([N:8]2[CH2:9][CH2:10][N:11]([CH2:14][CH2:15][CH2:16][CH2:17][CH:18]3[CH2:19][N:20]([c:24]4[cH:25][cH:26][cH:27][cH:28][cH:29]4)[C:21](=[O:23])[O:22]3)[CH2:12][CH2:13]2)[cH:4][cH:5][cH:6][cH:7]1)[CH2:34][CH:33]=[CH2:32]. Starting materials: NCC(=O)O.CC[C@@]1(C2=C(COC1=O)C(=O)N3CC=4C=C5C=CC=CC5=NC4C3=C2)O (glycine camptothecin), CN(C)C1=NC=CC=C1 (dimethylamino pyridine), C1(CCCCC1)N=C=NC1CCCCC1 (dicyclohexylcarbodiimide), carboxylic acid. Solvent: ClCCl (dichloromethane). Reaction conditions: time 6 hour. The product is CC[C@@]1(C2=C(COC1=O)C(=O)N3CC=4C=C5C=CC=CC5=NC4C3=C2)O (Camptothecin). Reaction SMILES: NCC(O)=O.[CH3:6][CH2:7][C@@:8]1([OH:31])[C:13](=[O:14])[O:12][CH2:11][C:10]2[C:15]([N:17]3[C:29](=[CH:30][C:9]1=2)[C:28]1[N:27]=[C:26]2[C:21]([CH:22]=[CH:23][CH:24]=[CH:25]2)=[CH:20][C:19]=1[CH2:18]3)=[O:16].CN(C1C=CC=CN=1)C.C1(N=C=NC2CCCCC2)CCCCC1>ClCCl>[CH3:6][CH2:7][C@@:8]1([OH:31])[C:13](=[O:14])[O:12][CH2:11][C:10]2[C:15]([N:17]3[C:29](=[CH:30][C:9]1=2)[C:28]1[N:27]=[C:26]2[C:21]([CH:22]=[CH:23][CH:24]=[CH:25]2)=[CH:20][C:19]=1[CH2:18]3)=[O:16] |f:0.1|. Procedure details: The synthesis is shown in FIG. 6. 1 g of Y-shape branched PEG carboxylic acid (Example 5 or 6) was dissolved in 10 ml dichloromethane. 120 mg of glycine-camptothecin, 50 mg of dimethylamino pyridine and 95 mg of dicyclohexylcarbodiimide were added to the solution. The solution was stirred at room temperature for 6 hours. The solvent was removed under vacuum. The residue was dissolved in 20 ml of 1,4-dioxane. The precipitate was removed by filtration. The solution was concentrated, and the residu... The reactants are BrBr, Br, O=C1NC(=O)C2(Cc3ccccc3C2)N1, O. Product: O=C1NC(=O)C2(Cc3ccc(Br)cc3C2)N1. RXN SMILES: [Br:16][Br:17].[BrH:19].[CH2:1]1[c:2]2[cH:3][cH:4][cH:5][cH:6][c:7]2[CH2:8][C:9]12[NH:10][C:11](=[O:15])[NH:12][C:13]2=[O:14].[OH2:18]>>[CH2:1]1[c:2]2[cH:3][cH:4][c:5]([Br:16])[cH:6][c:7]2[CH2:8][C:9]12[NH:10][C:11](=[O:15])[NH:12][C:13]2=[O:14]. Reactants: C(C)(C)(C)C1=CC(=NO1)NC(=O)NC1=CC(=CC=C1)S (1-(5-tert-butylisoxazol-3-yl)-3-(3-mercaptophenyl)urea), C(=O)([O-])[O-].[Cs+].[Cs+] (Cs2CO3), Example 44A, ClC1=NC=NC2=CC(=CC(=C12)OC1CCOCC1)OC (4-chloro-7-methoxy-5-(tetrahydro-2H-pyran-4-yloxy)quinazoline). The solvent is C(C)(C)O (isopropanol). Reaction conditions: temperature 60 celsius. The product is C(C)(C)(C)C1=CC(=NO1)NC(=O)NC1=CC(=CC=C1)SC1=NC=NC2=CC(=CC(=C12)OC1CCOCC1)OC (1-(5-tert-butylisoxazol-3-yl)-3-{3-[7-methoxy-5-(tetrahydro-2H-pyran-4-yloxy)quinazolin-4-ylthio]phenyl}urea). Yield: 22.0%. Reaction SMILES: [C:1]([C:5]1[O:9][N:8]=[C:7]([NH:10][C:11]([NH:13][C:14]2[CH:19]=[CH:18][CH:17]=[C:16]([SH:20])[CH:15]=2)=[O:12])[CH:6]=1)([CH3:4])([CH3:3])[CH3:2].Cl[C:22]1[C:31]2[C:26](=[CH:27][C:28]([O:39][CH3:40])=[CH:29][C:30]=2[O:32][CH:33]2[CH2:38][CH2:37][O:36][CH2:35][CH2:34]2)[N:25]=[CH:24][N:23]=1.C([O-])([O-])=O.[Cs+].[Cs+]>C(O)(C)C>[C:1]([C:5]1[O:9][N:8]=[C:7]([NH:10][C:11]([NH:13][C:14]2[CH:19]=[CH:18][CH:17]=[C:16]([S:20][C:22]3[C:31]4[C:26](=[CH:27][C:28]([O:39][CH3:40])=[CH:29][C:30]=4[O:32][CH:33]4[CH2:34][CH2:35][O:36][CH2:37][CH2:38]4)[N:25]=[CH:24][N:23]=3)[CH:15]=2)=[O:12])[CH:6]=1)([CH3:4])([CH3:2])[CH3:3] |f:2.3.4|. Reported procedure: According to the procedure described in Example 50, a mixture of the intermediate 1-(5-tert-butylisoxazol-3-yl)-3-(3-mercaptophenyl)urea described in Example 44A (0.204 g, 0.7 mmol), 4-chloro-7-methoxy-5-(tetrahydro-2H-pyran-4-yloxy)quinazoline from Example 94A (0.212 g, 0.72 mmol), and Cs2CO3 (0.326 g, 1 mmol) in isopropanol (10 mL) was heated at 60° C. for 4 hours, to afford 1-(5-tert-butylisoxazol-3-yl)-3-{3-[7-methoxy-5-(tetrahydro-2H-pyran-4-yloxy)quinazolin-4-ylthio]phenyl}urea as solid (0... The reactants are ClC1=C(C(=CC=C1)Cl)NC(NCC(=O)N)=S (2-[3-(2,6-dichlorophenyl)-thioureido]-acetamide), C(C)I (ethyl iodide). Yields the product ClC1=C(C(=CC=C1)Cl)N1C(=NCC1=O)SCC (3-(2,6-Dichlorophenyl)-2-ethylsulfanyl-3,5-dihydro-imidazol-4-one). Yield: 44.3%. Reaction SMILES: [Cl:1][C:2]1[CH:7]=[CH:6][CH:5]=[C:4]([Cl:8])[C:3]=1[NH:9][C:10](=[S:16])[NH:11][CH2:12][C:13](N)=[O:14].[CH2:17](I)[CH3:18]>>[Cl:8][C:4]1[CH:5]=[CH:6][CH:7]=[C:2]([Cl:1])[C:3]=1[N:9]1[C:13](=[O:14])[CH2:12][N:11]=[C:10]1[S:16][CH2:17][CH3:18]. Reported procedure: The title compound was prepared by the procedure described in Example 2 using 27.8 g of 2-[3-(2,6-dichlorophenyl)-thioureido]-acetamide and 31.2 g of ethyl iodide. 12.8 g of the title compound was obtained, m.p. 122°-124° C. Anal. Calcd. for. C11H10Cl2N2O S: C, 45.69; H, 3.49; N, 9.69. Found: C, 45.62; H, 3.33; N, 9.43. Mass spectrum (+FAB, [M+H]+) m/z 289/291/293. 1H-NMR (DMSO-d6 ; 400 MHz) δ7.72 (s, 1 H), 7.70 (s, 1 H), 7.58 (t, 1 H), 4.50 (s, 2 H), 3.10 (q, 2 H), and 1.27 ppm (t, 3 H). Starting materials: O=C1NC2=C(CCC1NC(OC(C)(C)C)=O)C=CC=C2 (tert-butyl (2-oxo-2,3,4,5-tetrahydro-1H-1-benzazepin-3-yl)carbamate), BrN1C(CCC1=O)=O (N-bromosuccinimide). Solvent: CCOC(=O)C (EtOAc). Product: BrC=1C=CC2=C(CCC(C(N2)=O)NC(OC(C)(C)C)=O)C1 (tert-butyl (7-bromo-2-oxo-2,3,4,5-tetrahydro-1H-1-benzazepin-3-yl)carbamate). The yield is 203.3%. As a reaction SMILES: [Br:1]N1C(=O)CCC1=O.[O:9]=[C:10]1[CH:16]([NH:17][C:18](=[O:24])[O:19][C:20]([CH3:23])([CH3:22])[CH3:21])[CH2:15][CH2:14][C:13]2[CH:25]=[CH:26][CH:27]=[CH:28][C:12]=2[NH:11]1>CCOC(C)=O>[Br:1][C:26]1[CH:27]=[CH:28][C:12]2[NH:11][C:10](=[O:9])[CH:16]([NH:17][C:18](=[O:24])[O:19][C:20]([CH3:22])([CH3:23])[CH3:21])[CH2:15][CH2:14][C:13]=2[CH:25]=1. Procedure: 472 mg of N-bromosuccinimide (2.65 mmol) are introduced at AT into a 100 ml round-bottomed flask, with stirring and under an argon atmosphere, containing 40 ml of EtOAc and 0.5 g of 2 (1.8 mmol). The medium is left stirring overnight, and is washed with 40 ml of HCl (1N), 40 ml of saturated aqueous solution of NaHCO3 and 40 ml of water. The organic phase is dried over MgSO4, filtered and then evaporated to dryness. 1.3 g of an oil are obtained, which oil is crystallized from 10 ml of isopropyl e... The reactants are ClC1=C(C=C(C=C1)Cl)C1CC(C=2C(=CC=NC2C1)C)=O (7-(2,5-dichlorophenyl)-4-methyl-5,6,7,8-tetrahydroquinolin-5-one), C(=N)(N)NN.Cl (aminoguanidine hydrochloride), Cl (hydrochloric acid), O (water). Yield: 199.7%. Procedure: A mixture of 7-(2,5-dichlorophenyl)-4-methyl-5,6,7,8-tetrahydroquinolin-5-one (1.0 g), aminoguanidine hydrochloride (0.43 g), concentrated hydrochloric acid (0.82 ml), water (0.82 ml) and ethanol (30 ml) was refluxed for 6 hours. Under reduced pressure, the solvent was evaporated. To the residue was added water, and the mixture was washed with ethyl acetate. Under reduced pressure, the solvent was evaporated, and the residue recrystallized from water to give 7-(2,5-dichlorophenyl)-5-guanidinoimi... Product: Cl.ClC1=C(C=C(C=C1)Cl)C1CC(C=2C(=CC=NC2C1)C)=NNC(=N)N (7-(2,5-dichlorophenyl)-5-guanidinoimino-4-methyl-5,6,7,8-tetrahydroquinoline hydrochloride). Reaction SMILES: [Cl:1][C:2]1[CH:7]=[CH:6][C:5]([Cl:8])=[CH:4][C:3]=1[CH:9]1[CH2:18][C:17]2[N:16]=[CH:15][CH:14]=[C:13]([CH3:19])[C:12]=2[C:11](=O)[CH2:10]1.[C:21]([NH:24][NH2:25])([NH2:23])=[NH:22].Cl.Cl.O>C(O)C>[ClH:1].[Cl:1][C:2]1[CH:7]=[CH:6][C:5]([Cl:8])=[CH:4][C:3]=1[CH:9]1[CH2:18][C:17]2[N:16]=[CH:15][CH:14]=[C:13]([CH3:19])[C:12]=2[C:11](=[N:25][NH:24][C:21]([NH2:23])=[NH:22])[CH2:10]1 |f:1.2,6.7|. Run in C(C)O (ethanol). As a reaction SMILES: [F:1][C:2]1[CH:7]=[C:6]([F:8])[CH:5]=[CH:4][C:3]=1[S:9](Cl)(=[O:11])=[O:10].[NH2:13][C:14]1[C:23]([C:24]([O:26][CH3:27])=[O:25])=[C:22]2[C:17]([CH:18]3[CH2:28][CH:19]3[CH2:20][O:21]2)=[CH:16][CH:15]=1>N1C=CC=CC=1.C(Cl)Cl>[F:1][C:2]1[CH:7]=[C:6]([F:8])[CH:5]=[CH:4][C:3]=1[S:9]([NH:13][C:14]1[C:23]([C:24]([O:26][CH3:27])=[O:25])=[C:22]2[C:17]([CH:18]3[CH2:28][CH:19]3[CH2:20][O:21]2)=[CH:16][CH:15]=1)(=[O:11])=[O:10]. Run at time 2 hour. Yields the product FC1=C(C=CC(=C1)F)S(=O)(=O)NC1=CC=C2C3C(COC2=C1C(=O)OC)C3 (methyl (1aRS,7bSR)-5-(2,4-difluorobenzenesulfonylamino)-1,1a,2,7b-tetrahydrocyclopropa[c]chromene-4-carboxylate). The solvent is N1=CC=CC=C1 (pyridine), C(Cl)Cl (DCM), C(Cl)Cl (DCM). Procedure: 2,4-Difluorobenzenesulphonyl chloride (0.468 g) was added to a solution of methyl (1aRS,7bSR)-5-amino-1,1a,2,7b-tetrahydrocyclopropa[c]chromene-4-carboxylater (Intermediate 42, 0.438 g) in pyridine (2 mL) and DCM (4 mL) and the solution was left at room temperature for 2 hours. The mixture was diluted with DCM, washed with 2M hydrochloric acid, dried (Na2SO4) and filtered. The filtrate was concentrated in vacuo and the residue was purified by chromatography on silica, eluting with a mixture of e... The yield is 96.3%. Starting materials: FC1=C(C=CC(=C1)F)S(=O)(=O)Cl (2,4-Difluorobenzenesulphonyl chloride), NC1=CC=C2C3C(COC2=C1C(=O)OC)C3 (Methyl (1aRS,7bSR)-5-amino-1,1a,2,7b-tetrahydrocyclopropa[c]chromene-4-carboxylate), NC1=CC=C2C3C(COC2=C1C(=O)OC)C3 (Methyl (1aRS,7bSR)-5-amino-1,1a,2,7b-tetrahydrocyclopropa[c]chromene-4-carboxylate).